From a dataset of the Open Reaction Database (ORD), a public repository of structured organic reaction records. describe an organic reaction: reactants, conditions, products, and yield Reactants: BrBr (bromine), C1(=CC=CC=C1)C.C(C)(=O)OCC (toluene ethyl acetate), FC1=CC=C(C=C1)C=1N=CNC1C1=CC=C(C=C1)F (4,5-bis(4-fluorophenyl)-1H-imidazole), ice. Solvent: C(Cl)(Cl)Cl (chloroform), C(Cl)(Cl)Cl (chloroform). Yields the product Br.BrC=1NC(=C(N1)C1=CC=C(C=C1)F)C1=CC=C(C=C1)F (2-Bromo-4,5-bis(4-fluorophenyl)-1H-imidazole, Hydrobromide). Yield: 179.8%. Reaction SMILES: [F:1][C:2]1[CH:7]=[CH:6][C:5]([C:8]2[N:9]=[CH:10][NH:11][C:12]=2[C:13]2[CH:18]=[CH:17][C:16]([F:19])=[CH:15][CH:14]=2)=[CH:4][CH:3]=1.[Br:20]Br.C1(C)C=CC=CC=1.C(OCC)(=O)C>C(Cl)(Cl)Cl>[BrH:20].[Br:20][C:10]1[NH:11][C:12]([C:13]2[CH:18]=[CH:17][C:16]([F:19])=[CH:15][CH:14]=2)=[C:8]([C:5]2[CH:4]=[CH:3][C:2]([F:1])=[CH:7][CH:6]=2)[N:9]=1 |f:2.3,5.6|. Reported procedure: A suspension of 4,5-bis(4-fluorophenyl)-1H-imidazole (25.6 g, 0.1 mol) in chloroform (100 ml) was cooled in an ice bath and treated dropwise with bromine (16.0 g, 0.1 mol) in 50 ml of chloroform. The mixture was stirred in the ice bath for one hour and then at room temperature until no starting material was evidenced by tlc (toluene-ethyl acetate, 6:4). The reaction mixture was filtered and the resulting solid was washed with diethyl ether and dried in vacuo to yield 37.4 g (90%) of the title co... The reactants are ClCCl (dichloromethane), BrC1=CN=C(S1)C(O)(C1CC1)C1CC1 ((5-bromo-1,3-thiazol-2-yl)(dicyclopropyl)methanol), [N+](=O)([O-])C=1C=C(C=C(C1)B1OC(C(O1)(C)C)(C)C)N1CCOCC1 (4-[3-nitro-5-(4,4,5,5-tetramethyl-1,3,2-dioxaborolan-2-yl)phenyl]morpholine), C(=O)([O-])[O-].[Na+].[Na+] (Na2CO3). Reagents/catalysts: C1=CC=C(C=C1)P([C-]2C=CC=C2)C3=CC=CC=C3.C1=CC=C(C=C1)P([C-]2C=CC=C2)C3=CC=CC=C3.Cl[Pd]Cl.[Fe+2] (Pd(dppf)Cl2). The solvent is C(C)(=O)OCC (ethyl acetate), COCCOC (DME). The product is C1(CC1)C(O)(C=1SC(=CN1)C1=CC(=CC(=C1)[N+](=O)[O-])N1CCOCC1)C1CC1 (dicyclopropyl{5-[3-(morpholin-4-yl)-5-nitrophenyl]-1,3-thiazol-2-yl}methanol). Isolated yield 68.2%. Reaction SMILES: Br[C:2]1[S:6][C:5]([C:7]([CH:12]2[CH2:14][CH2:13]2)([CH:9]2[CH2:11][CH2:10]2)[OH:8])=[N:4][CH:3]=1.[N+:15]([C:18]1[CH:19]=[C:20]([N:33]2[CH2:38][CH2:37][O:36][CH2:35][CH2:34]2)[CH:21]=[C:22](B2OC(C)(C)C(C)(C)O2)[CH:23]=1)([O-:17])=[O:16].C([O-])([O-])=O.[Na+].[Na+].ClCCl>COCCOC.C(OCC)(=O)C.C1C=CC(P(C2C=CC=CC=2)[C-]2C=CC=C2)=CC=1.C1C=CC(P(C2C=CC=CC=2)[C-]2C=CC=C2)=CC=1.Cl[Pd]Cl.[Fe+2]>[CH:9]1([C:7]([CH:12]2[CH2:14][CH2:13]2)([C:5]2[S:6][C:2]([C:22]3[CH:23]=[C:18]([N+:15]([O-:17])=[O:16])[CH:19]=[C:20]([N:33]4[CH2:38][CH2:37][O:36][CH2:35][CH2:34]4)[CH:21]=3)=[CH:3][N:4]=2)[OH:8])[CH2:11][CH2:10]1 |f:2.3.4,8.9.10.11|. Reported procedure: A solution of the product of Step 2 (239 mg, 0.872 mmol), crude product of Step 3 (320 mg, ˜0.96 mmol), Pd(dppf)Cl2 (31.9 mg, 0.044 mmol) and Na2CO3 (aq) (2.0 M, 1.3 mL, 2.6 mmol) in DME (4.4 mL) was irradiated to 130° C. in the microwave for 35 minutes. The reaction mixture was filtered through a celite pad with dichloromethane and the filtrate was concentrated. The residue was purified twice by chromatography on silica gel (0-100% ethyl acetate in hexanes then 0-60% dichloromethane in ethyl ac... Starting materials: ClC1=C(C=C(C(=C1)Cl)C)S(=O)(=O)Cl (2,4-dichloro-5-methylbenzene sulfonyl chloride), NC=1C=C(C=CC1)C1=NN=NN1 (5-(3-aminophenyl)tetrazole). Yields the product ClC1=C(C=C(C(=C1)Cl)C)S(=O)(=O)NC1=CC(=CC=C1)C1=NN=NN1 (2,4-Dichloro-5-methyl-N-[3-(1H-tetrazol-5-yl)phenyl]benzenesulfonamide). Isolated yield 24.5%. RXN SMILES: [Cl:1][C:2]1[CH:7]=[C:6]([Cl:8])[C:5]([CH3:9])=[CH:4][C:3]=1[S:10](Cl)(=[O:12])=[O:11].[NH2:14][C:15]1[CH:16]=[C:17]([C:21]2[NH:25][N:24]=[N:23][N:22]=2)[CH:18]=[CH:19][CH:20]=1>>[Cl:1][C:2]1[CH:7]=[C:6]([Cl:8])[C:5]([CH3:9])=[CH:4][C:3]=1[S:10]([NH:14][C:15]1[CH:20]=[CH:19][CH:18]=[C:17]([C:21]2[NH:25][N:24]=[N:23][N:22]=2)[CH:16]=1)(=[O:12])=[O:11]. Procedure: The product was prepared according to General Procedure 1, described in Example 1, starting with 2,4-dichloro-5-methylbenzene sulfonyl chloride (14.3 mg, 0.055 mmol) and 5-(3-aminophenyl)tetrazole (8 mg, 0.05 mmol) yielding 4.7 mg (24%) of the title compound. MS (ESI+) calcd for C14H11Cl2N5O2S 383.001051, found 383.000871. Starting materials: C(C)OC(=O)Cl (chloroformic acid ethyl ester), [OH-].[Na+] (sodium hydroxide), C1(=CC=CC=C1)C1N2C(CC=3C=CC=CC13)CCNCC2 ((7RS,12aRS)-1,2,3,4,5,7,12,12a-octahydro-7-phenyl-1,4-diazepino[1,7-b]isoquinoline). Solvent: O (water), C(Cl)(Cl)Cl (chloroform), O (water). Yields the product C(C)OC(=O)N1CCN2C(C=3C=CC=CC3CC2CC1)C1=CC=CC=C1 ((7RS,12aRS)-1,2,3,4,5,7,12,12a-octahydro-7-phenyl-1,4-diazepino[1,7-b]isoquinoline-3-carboxylic acid ethyl ester). As a reaction SMILES: [C:1]1([CH:7]2[C:16]3[CH:15]=[CH:14][CH:13]=[CH:12][C:11]=3[CH2:10][CH:9]3[CH2:17][CH2:18][NH:19][CH2:20][CH2:21][N:8]23)[CH:6]=[CH:5][CH:4]=[CH:3][CH:2]=1.[CH2:22]([O:24][C:25](Cl)=[O:26])[CH3:23].[OH-].[Na+]>C(Cl)(Cl)Cl.O>[CH2:22]([O:24][C:25]([N:19]1[CH2:18][CH2:17][CH:9]2[N:8]([CH:7]([C:1]3[CH:2]=[CH:3][CH:4]=[CH:5][CH:6]=3)[C:16]3[CH:15]=[CH:14][CH:13]=[CH:12][C:11]=3[CH2:10]2)[CH2:21][CH2:20]1)=[O:26])[CH3:23] |f:2.3|. Procedure details: 5.4 g of (7RS,12aRS)-1,2,3,4,5,7,12,12a-octahydro-7-phenyl-1,4-diazepino[1,7-b]isoquinoline was dissolved in 75 cc of chloroform and 30 cc of water are added. 4.3 g of chloroformic acid ethyl ester and subsequently a solution of 1.58 g of sodium hydroxide in 30 cc of water were added dropwise at a temperature of 0°-5°. The reaction mixture was stirred for another hour without cooling. The layers were then separated and the organic phase was washed twice with water. After drying with magnesium su... The reactants are [H-].[Na+] (sodium hydride), FC1=CC=C(CC#N)C=C1 (p-Fluorobenzyl cyanide), BrC1=NC=CC(=C1)C (2-bromo-4-methylpyridine), C1(=CC=C(C=C1)S(=O)[O-])C.[Na+] (sodium p-toluene sulfinate). Solvent: C1CCOC1 (THF), C1CCOC1 (THF). Yields the product C(#N)C(C1=CC=C(C=C1)F)C1=NC=CC(=C1)C (2-(α-cyano-4-fluorobenzyl)-4-methylpyridine). The yield is 45.3%. As a reaction SMILES: [F:1][C:2]1[CH:10]=[CH:9][C:5]([CH2:6][C:7]#[N:8])=[CH:4][CH:3]=1.Br[C:12]1[CH:17]=[C:16]([CH3:18])[CH:15]=[CH:14][N:13]=1.C1(C)C=CC(S([O-])=O)=CC=1.[Na+].[H-].[Na+]>C1COCC1>[C:7]([CH:6]([C:12]1[CH:17]=[C:16]([CH3:18])[CH:15]=[CH:14][N:13]=1)[C:5]1[CH:9]=[CH:10][C:2]([F:1])=[CH:3][CH:4]=1)#[N:8] |f:2.3,4.5|. Procedure: p-Fluorobenzyl cyanide (4.1 g), 2-bromo-4-methylpyridine (5.2 g) and sodium p-toluene sulfinate (5.4 g) were suspended in THF (50 ml), and to the solution was added a suspension of 40% sodium hydride (1.2 g) in THF (5 ml) under ice-cooling. The mixture was refluxed for 3 hours, the solvent was distilled off, water was added to the mixture and the mixture was extracted with ethyl acetate. The organic layer was washed with water and saturated brine, dried over anhydrous magnesium sulfate, and then... The reactants are N1=CC=C(C=C1)COC1CN(C1)C(=O)OC(C)(C)C (tert-Butyl 3-(pyridin-4-ylmethoxy)azetidine-1-carboxylate), C(C)(=O)O (acetic acid). Reagents/catalysts: [Pt] (platinum/carbon). Run in CCOC(=O)C (EtOAc). Conditions: time 8 hour. The product is N1CCC(CC1)COC1CN(C1)C(=O)OC(C)(C)C (tert-butyl 3-(piperidin-4-ylmethoxy)azetidine-1-carboxylate). Isolated yield 97.8%. Reaction SMILES: [N:1]1[CH:6]=[CH:5][C:4]([CH2:7][O:8][CH:9]2[CH2:12][N:11]([C:13]([O:15][C:16]([CH3:19])([CH3:18])[CH3:17])=[O:14])[CH2:10]2)=[CH:3][CH:2]=1.C(O)(=O)C>[Pt].CCOC(C)=O>[NH:1]1[CH2:2][CH2:3][CH:4]([CH2:7][O:8][CH:9]2[CH2:12][N:11]([C:13]([O:15][C:16]([CH3:19])([CH3:18])[CH3:17])=[O:14])[CH2:10]2)[CH2:5][CH2:6]1. Procedure details: tert-Butyl 3-(pyridin-4-ylmethoxy)azetidine-1-carboxylate (4.8 g) was mixed with acetic acid (25 ml) and EtOAc (25 ml), and 10% platinum/carbon was added thereto under argon atmosphere, followed by stirring at room temperature overnight under hydrogen atmosphere of 1 atm. The reaction mixture was filtered using Celite as a filtration adjuvant, and the filtrate was concentrated under reduced pressure. The residue was purified by silica gel column chromatography (CHCl3/MeOH) to obtain tert-butyl 3... The reactants are NCCCBr, Br, CC(=O)c1cccc(OCC(=O)O)c1, CCN(C(C)C)C(C)C, CN(C)C=O. Product: CC(=O)c1cccc(OCC(=O)NCCCBr)c1. Reaction SMILES: [Br:25][CH2:26][CH2:27][CH2:28][NH2:29].[BrH:24].[C:1]([CH3:2])(=[O:3])[c:4]1[cH:5][c:6]([O:7][CH2:8][C:9](=[O:10])[OH:11])[cH:12][cH:13][cH:14]1.[CH:15]([N:16]([CH:17]([CH3:18])[CH3:19])[CH2:20][CH3:21])([CH3:22])[CH3:23].[O:30]=[CH:31][N:32]([CH3:33])[CH3:34]>>[C:1]([CH3:2])(=[O:3])[c:4]1[cH:5][c:6]([O:7][CH2:8][C:9](=[O:11])[NH:29][CH2:28][CH2:27][CH2:26][Br:25])[cH:12][cH:13][cH:14]1.